This data is from the Open Reaction Database (ORD), a public repository of structured organic reaction records. The task is: describe an organic reaction: reactants, conditions, products, and yield Starting materials: O=C(O)c1cccc([N+](=O)[O-])c1Br, O=C([O-])[O-], CN(C)C=O, CI, [K+], [K+], O. Yields the product COC(=O)c1cccc([N+](=O)[O-])c1Br. As a reaction SMILES: [Br:1][c:2]1[c:3]([C:4](=[O:5])[OH:6])[cH:7][cH:8][cH:9][c:10]1[N+:11](=[O:12])[O-:13].[C:16](=[O:17])([O-:18])[O-:19].[CH3:23][N:24]([CH3:25])[CH:26]=[O:27].[I:14][CH3:15].[K+:20].[K+:21].[OH2:22]>>[Br:1][c:2]1[c:3]([C:4](=[O:5])[O:6][CH3:16])[cH:7][cH:8][cH:9][c:10]1[N+:11](=[O:12])[O-:13]. Reactants: C(C)(CC)[Li].C1CCCCC1 (sec-butyl lithium cyclohexane), CN(C)CN1C=CC2=CC(=CC=C12)OC (1-dimethylaminomethyl-5-methoxy-1H-indole), C1(=CC=CC=C1)S(=O)(=O)Cl (benzenesulfonyl chloride), COC(CC1=C(NC2=CC=C(C=C12)OC)Cl)=O (2-Chloro-5-methoxy-1H-indole-3-acetic acid methyl ester). Solvent: C1CCOC1 (THF), C1CCOC1 (THF). Run at time 0.3 hour. Product: ClC=1NC2=CC=C(C=C2C1)OC (2-chloro-5-methoxy-1H-indole). Yield: 29.0%. RXN SMILES: COC(=O)C[C:5]1[C:13]2[C:8](=[CH:9][CH:10]=[C:11]([O:14][CH3:15])[CH:12]=2)[NH:7][C:6]=1[Cl:16].C([Li])(CC)C.C1CCCCC1.CN(CN1C2C(=CC(OC)=CC=2)C=C1)C.C1(S(Cl)(=O)=O)C=CC=CC=1>C1COCC1>[Cl:16][C:6]1[NH:7][C:8]2[C:13]([CH:5]=1)=[CH:12][C:11]([O:14][CH3:15])=[CH:10][CH:9]=2 |f:1.2|. Procedure details: 2-Chloro-5-methoxy-1H-indole-3-acetic acid methyl ester. Cooling with a dry ice-ethanol bath, 20 mL (0.026 mol) of 1.3M sec-butyl lithium/cyclohexane was added to 5.1 g (0.025 mol) of 1-dimethylaminomethyl-5-methoxy-1H-indole in 100 mL of THF keeping the temperature below −50° C. The cooling bath was removed and the temperature allowed to reach 0° C. and the bath then replaced. At −60° C., 3.32 mL (0.026 mol) of benzenesulfonyl chloride in 10 mL of THF was added, stirred 0.3 hours, the bath remo... Starting materials: C(C1=CC=CC=C1)O[C@@H]1C[C@H](NC1)C(C)C ((2S,4R)-4-(Benzyloxy)-2-isopropylpyrrolidine), FC(C=1C=C(C(=O)NCC(=O)O)C=CC1)(F)F ((3-Trifluoromethyl-benzoylamino)-acetic acid), C(CCl)Cl (EDC), FC(C=1C=C(C(=O)NCC(=O)O)C=CC1)(F)F ((3-Trifluoromethyl-benzoylamino)-acetic acid), C(CCl)Cl (EDC). The solvent is ClCCl (dichloromethane). Run at time 3 hour. Yields the product C(C1=CC=CC=C1)O[C@@H]1C[C@H](N(C1)C(CNC(C1=CC(=CC=C1)C(F)(F)F)=O)=O)C(C)C (N-{2-[(2S,4R)-4-Benzyloxy-2-isopropylpyrrolidin-1-yl]-2-oxoethyl}-3-(trifluoromethyl)benzamide). The yield is 77.5%. RXN SMILES: [CH2:1]([O:8][C@H:9]1[CH2:13][NH:12][C@H:11]([CH:14]([CH3:16])[CH3:15])[CH2:10]1)[C:2]1[CH:7]=[CH:6][CH:5]=[CH:4][CH:3]=1.[F:17][C:18]([F:33])([F:32])[C:19]1[CH:20]=[C:21]([CH:29]=[CH:30][CH:31]=1)[C:22]([NH:24][CH2:25][C:26](O)=[O:27])=[O:23].C(Cl)CCl>ClCCl>[CH2:1]([O:8][C@H:9]1[CH2:13][N:12]([C:26](=[O:27])[CH2:25][NH:24][C:22](=[O:23])[C:21]2[CH:29]=[CH:30][CH:31]=[C:19]([C:18]([F:17])([F:33])[F:32])[CH:20]=2)[C@H:11]([CH:14]([CH3:16])[CH3:15])[CH2:10]1)[C:2]1[CH:3]=[CH:4][CH:5]=[CH:6][CH:7]=1. Procedure details: (2S,4R)-4-(Benzyloxy)-2-isopropylpyrrolidine (0.410 g, 1.90 mmol) was dissolved in dichloromethane (30 mL) under nitrogen. (3-Trifluoromethyl-benzoylamino)-acetic acid (0.462 g; 1.90 mmol) was added followed by EDC (0.394 g, 2.06 mmol) and the mixture was stirred at room temperature-overnight. LC/MS revealed the reaction was not yet complete. More (3-Trifluoromethyl-benzoylamino)-acetic acid (0.12 g, 0.48 mmoles) and more EDC (0.30 g, 1.6 mmoles) were added and stirring continued for 3 hours at ... The reactants are O=C(CCl)Nc1ccc2[nH]c(=O)c3cccc4c3c2c1C4, CC(=O)N1CCNCC1. Product: CC(=O)N1CCN(CC(=O)Nc2ccc3[nH]c(=O)c4cccc5c4c3c2C5)CC1. Reaction SMILES: [Cl:1][CH2:2][C:3](=[O:4])[NH:5][c:6]1[c:7]2[c:8]3[c:9]4[c:10]([cH:11][cH:12][cH:13][c:14]4[c:15](=[O:20])[nH:16][c:17]3[cH:18][cH:19]1)[CH2:21]2.[N:22]1([C:28]([CH3:29])=[O:30])[CH2:23][CH2:24][NH:25][CH2:26][CH2:27]1>>[CH2:2]([C:3](=[O:4])[NH:5][c:6]1[c:7]2[c:8]3[c:9]4[c:10]([cH:11][cH:12][cH:13][c:14]4[c:15](=[O:20])[nH:16][c:17]3[cH:18][cH:19]1)[CH2:21]2)[N:25]1[CH2:24][CH2:23][N:22]([C:28]([CH3:29])=[O:30])[CH2:27][CH2:26]1. The product is C1(=CC=CC=C1)SC1=CC=C(C(=O)O)C=C1 (4-(Phenylthio)benzoic Acid). Procedure details: The conditions to prepare Reference Example 32 c1384847 are used with 6.0 g of mercaptobenzene, 12.22 g of potassium t-butoxide and 13.15 g of 4-bromobenzoic acid to give 12.0 g of the desired product as a solid, m.p. 101°-103° C.; M+H=231. Reactants: Example 32 c1384847, BrC1=CC=C(C(=O)O)C=C1 (4-bromobenzoic acid), SC1=CC=CC=C1 (mercaptobenzene), CC(C)([O-])C.[K+] (potassium t-butoxide). The yield is 95.7%. RXN SMILES: [SH:1][C:2]1[CH:7]=[CH:6][CH:5]=[CH:4][CH:3]=1.CC(C)([O-])C.[K+].Br[C:15]1[CH:23]=[CH:22][C:18]([C:19]([OH:21])=[O:20])=[CH:17][CH:16]=1>>[C:2]1([S:1][C:15]2[CH:23]=[CH:22][C:18]([C:19]([OH:21])=[O:20])=[CH:17][CH:16]=2)[CH:7]=[CH:6][CH:5]=[CH:4][CH:3]=1 |f:1.2|. Starting materials: CCOC(=O)c1c(Cl)cc(C)nc1NC, CN(C)C=O, O=C(Cl)C(=O)Cl, ClCCl, O=C(O)Cc1c(F)ccc(F)c1Cl, c1ccncc1. The product is CCOC(=O)c1c(Cl)cc(C)nc1N(C)C(=O)Cc1c(F)ccc(F)c1Cl. As a reaction SMILES: [CH2:25]([CH3:26])[O:27][C:28]([c:29]1[c:30]([NH:37][CH3:38])[n:31][c:32]([CH3:36])[cH:33][c:34]1[Cl:35])=[O:39].[CH3:20][N:21]([CH3:22])[CH:23]=[O:24].[Cl:1][C:2]([C:3]([Cl:4])=[O:5])=[O:6].[Cl:40][CH2:41][Cl:42].[Cl:7][c:8]1[c:9]([CH2:16][C:17](=[O:18])[OH:19])[c:10]([F:15])[cH:11][cH:12][c:13]1[F:14].[cH:43]1[cH:44][cH:45][n:46][cH:47][cH:48]1>>[Cl:7][c:8]1[c:9]([CH2:16][C:17](=[O:19])[N:37]([c:30]2[c:29]([C:28]([O:27][CH2:25][CH3:26])=[O:39])[c:34]([Cl:35])[cH:33][c:32]([CH3:36])[n:31]2)[CH3:38])[c:10]([F:15])[cH:11][cH:12][c:13]1[F:14]. Reactants: dilithio, FC(C=1C=C(C=CC1)P(=O)(Cl)Cl)(F)F (3-trifluoromethylphenylphosphonic dichloride), C(CCC)[Li] (n-butyllithium), CN(CCN(C)C)C (tetramethylethylenediamine), C(C1=CC=CC=C1)NC1=CC=CC=C1 (N-benzylaniline). Run in C1CCCCC1 (cyclohexane), C1CCCCC1 (cyclohexane), C1CCCCC1 (cyclohexane), CCCCCC (hexane). Run at temperature 26 celsius, time 2 hour. Product: FC(C=1C=C(C=CC1)P1(N(CC2=C1C=CC=C2)C2=CC=CC=C2)=O)(F)F (1-[3-(trifluoromethyl)phenyl]-2-phenyl-2,3-dihydro-1H-2,1-benzazaphosphole-1-oxide). Yield: 29.5%. Reaction SMILES: C([Li])CCC.CN(C)CCN(C)C.[CH2:14]([NH:21][C:22]1[CH:27]=[CH:26][CH:25]=[CH:24][CH:23]=1)[C:15]1[CH:20]=[CH:19][CH:18]=[CH:17][CH:16]=1.[F:28][C:29]([F:41])([F:40])[C:30]1[CH:31]=[C:32]([P:36](Cl)(Cl)=[O:37])[CH:33]=[CH:34][CH:35]=1>CCCCCC.C1CCCCC1>[F:41][C:29]([F:28])([F:40])[C:30]1[CH:31]=[C:32]([P:36]2(=[O:37])[C:16]3[CH:17]=[CH:18][CH:19]=[CH:20][C:15]=3[CH2:14][N:21]2[C:22]2[CH:27]=[CH:26][CH:25]=[CH:24][CH:23]=2)[CH:33]=[CH:34][CH:35]=1. Reported procedure: Under a static nitrogen atmosphere at 0° C., a solution of n-butyllithium (8.06 g, 0.126 mol) in hexane was added to a solution of tetramethylethylenediamine (3.71 g, 0.032 mol) in 60 ml. of anhydrous cyclohexane with constant stirring. While maintaining the temperature of the reaction at 0° C., a solution of N-benzylaniline (11 g, 0.06 mol) in 60 ml. of anhydrous cyclohexane was added to the reaction mixture to produce a suspension containing a dilithio compound. This suspension was stirred for... The reactants are [N+](=O)([O-])C=1C=NC=CC1 (3-nitropyridine), CC1=NC=CC=C1[N+](=O)[O-] (2-methyl-3-nitropyridine), CN(C)C(OC)OC (DMFDMA), C1(=CC=CC=C1)P(C1=CC=CC=C1)C1=CC=CC=C1 (triphenylphosphine), methyl, 2-thiosemicarbazone. Reagents/catalysts: [Pd].C1(=CC=CC=C1)P(C1=CC=CC=C1)C1=CC=CC=C1.C1(=CC=CC=C1)P(C1=CC=CC=C1)C1=CC=CC=C1.C1(=CC=CC=C1)P(C1=CC=CC=C1)C1=CC=CC=C1.C1(=CC=CC=C1)P(C1=CC=CC=C1)C1=CC=CC=C1 (tetrakis(triphenylphosphine) palladium). Run in CO (methanol), N1=CC=CC=C1 (pyridine), N1=CC=CC=C1 (pyridine), C1(=CC=CC=C1)C (toluene). Yields the product CN(C=CC1=NC=CC=C1[N+](=O)[O-])C (2-dimethylamino vinyl-3-nitropyridine), 3a. The yield is 84.0%. Reaction SMILES: C1(P(C2C=CC=CC=2)C2C=CC=CC=2)C=CC=CC=1.[N+](C1C=NC=CC=1)([O-])=O.[CH3:29][C:30]1[C:35]([N+:36]([O-:38])=[O:37])=[CH:34][CH:33]=[CH:32][N:31]=1.[CH3:39][N:40]([CH:42](OC)OC)[CH3:41]>[Pd].C1(P(C2C=CC=CC=2)C2C=CC=CC=2)C=CC=CC=1.C1(P(C2C=CC=CC=2)C2C=CC=CC=2)C=CC=CC=1.C1(P(C2C=CC=CC=2)C2C=CC=CC=2)C=CC=CC=1.C1(P(C2C=CC=CC=2)C2C=CC=CC=2)C=CC=CC=1.C1(C)C=CC=CC=1.CO.N1C=CC=CC=1>[CH3:39][N:40]([CH3:42])[CH:41]=[CH:29][C:30]1[C:35]([N+:36]([O-:38])=[O:37])=[CH:34][CH:33]=[CH:32][N:31]=1 |f:4.5.6.7.8|. Reported procedure: Particularly key to an efficient synthesis of 3-AP or 3-AMP is the high-yield introduction of a methyl or vinyl group, preferably vinyl, at the 2 position of the pyridine moiety utilizing a Heck or Stille vinylation reaction or a methylation reaction under Suzuki conditions. These reactions proceed at the 2-position of a pyridine moiety in high yield (generally, greater than 50% and in most instances, greater than 70%). The advantage of the vinylation reaction is that the 2-vinyl group may be re... The reactants are O=C1NCc2ccccc21, O=C([O-])[O-], C1COCCO1, CNCCNC, [Cu]I, Fc1c(I)ccnc1I, [K+], [K+]. Yields the product O=C1c2ccccc2CN1c1nccc(I)c1F. As a reaction SMILES: [C:10]1(=[O:19])[NH:11][CH2:12][c:13]2[cH:14][cH:15][cH:16][cH:17][c:18]21.[C:20](=[O:21])([O-:22])[O-:23].[CH2:32]1[O:33][CH2:34][CH2:35][O:36][CH2:37]1.[CH3:26][NH:27][CH2:28][CH2:29][NH:30][CH3:31].[Cu:38][I:39].[F:1][c:2]1[c:3]([I:9])[n:4][cH:5][cH:6][c:7]1[I:8].[K+:24].[K+:25]>>[F:1][c:2]1[c:3]([N:11]2[C:10](=[O:19])[c:18]3[c:13]([cH:14][cH:15][cH:16][cH:17]3)[CH2:12]2)[n:4][cH:5][cH:6][c:7]1[I:8].